From a dataset of the Open Reaction Database (ORD), a public repository of structured organic reaction records. describe an organic reaction: reactants, conditions, products, and yield The reactants are Cl.C1(=CC=CC=C1)CC1=C(C=CC=C1)C1CCNCC1 (4-(α-phenyl-2-tolyl)piperidine hydrochloride), C(=O)([O-])[O-].[K+].[K+] (K2CO3), O(C1=CC=CC=C1)CCCBr (3-phenoxypropylbromide). The solvent is C(CCC)O (n-butanol), C(CCC)O (n-butanol). Product: O(C1=CC=CC=C1)CCCN1CCC(CC1)C1=C(C=CC=C1)CC1=CC=CC=C1 (1-(3-phenoxypropyl)-4-(α-phenyl-2-tolyl)piperidine). Reaction SMILES: Cl.[C:2]1([CH2:8][C:9]2[CH:14]=[CH:13][CH:12]=[CH:11][C:10]=2[CH:15]2[CH2:20][CH2:19][NH:18][CH2:17][CH2:16]2)[CH:7]=[CH:6][CH:5]=[CH:4][CH:3]=1.C([O-])([O-])=O.[K+].[K+].[O:27]([CH2:34][CH2:35][CH2:36]Br)[C:28]1[CH:33]=[CH:32][CH:31]=[CH:30][CH:29]=1>C(O)CCC>[O:27]([CH2:34][CH2:35][CH2:36][N:18]1[CH2:17][CH2:16][CH:15]([C:10]2[CH:11]=[CH:12][CH:13]=[CH:14][C:9]=2[CH2:8][C:2]2[CH:3]=[CH:4][CH:5]=[CH:6][CH:7]=2)[CH2:20][CH2:19]1)[C:28]1[CH:33]=[CH:32][CH:31]=[CH:30][CH:29]=1 |f:0.1,2.3.4|. Procedure: 4.40 g of 4-(α-phenyl-2-tolyl)piperidine hydrochloride of Example 35 and 14 g K2CO3 in 50 ml of n-butanol are heated to reflux with stirring. To this is added 5.66 g 3-phenoxypropylbromide in 10 ml of n-butanol dropwise. The mixture is then refluxed for 24 hours. After cooling the suspension is suction filtered, washing the flask and filter cake with n-butanol. The combined filtrates are evaporated to an oil which is dissolved in 20 ml of isopropanol and made acid with HCl/ether. The hydrochlori... Reactants: COc1cc(O)c(F)c(C(C#N)Nc2ccc(C#N)cc2)c1, O=C([O-])[O-], CCOC(C)=O, CN(C)C=O, [I-], [K+], [K+], [Na+], O, OCCCl. Yields the product COc1cc(OCCO)c(F)c(C(C#N)Nc2ccc(C#N)cc2)c1. As a reaction SMILES: [C:1](#[N:2])[CH:3]([c:4]1[c:5]([F:13])[c:6]([OH:12])[cH:7][c:8]([O:10][CH3:11])[cH:9]1)[NH:14][c:15]1[cH:16][cH:17][c:18]([C:19]#[N:20])[cH:21][cH:22]1.[C:29](=[O:30])([O-:31])[O-:32].[CH3:36][CH2:37][O:38][C:39](=[O:40])[CH3:41].[CH3:42][N:43]([CH3:44])[CH:45]=[O:46].[I-:28].[K+:33].[K+:34].[Na+:27].[OH2:35].[OH:23][CH2:24][CH2:25][Cl:26]>>[C:1](#[N:2])[CH:3]([c:4]1[c:5]([F:13])[c:6]([O:12][CH2:25][CH2:24][OH:23])[cH:7][c:8]([O:10][CH3:11])[cH:9]1)[NH:14][c:15]1[cH:16][cH:17][c:18]([C:19]#[N:20])[cH:21][cH:22]1. Reactants: C(C=C)OC1=C(C=C(C(=O)NN)C=C1C)C (4-allyloxy-3,5-dimethyl-benzoic acid hydrazide), C(C(C)C)C1=CC=C(S1)C(=O)O (5-isobutyl-thiophene-2-carboxylic acid), CCN(C(C)C)C(C)C (DIPEA), CN(C)C(=[N+](C)C)ON1C2=C(C=CC=C2)N=N1.[B-](F)(F)(F)F (TBTU). The solvent is C(Cl)Cl (DCM), CCOCC (ether). Conditions: time 2 hour. The product is C(C(C)C)C1=CC=C(S1)C(=O)NNC(C1=CC(=C(C(=C1)C)OCC=C)C)=O (4-allyloxy-3,5-dimethyl-benzoic acid N′-(5-isobutyl-thiophene-2-carbonyl)-hydrazide). Yield: 80.5%. As a reaction SMILES: [CH2:1]([C:5]1[S:9][C:8]([C:10]([OH:12])=O)=[CH:7][CH:6]=1)[CH:2]([CH3:4])[CH3:3].CCN(C(C)C)C(C)C.CN(C(ON1N=NC2C=CC=CC1=2)=[N+](C)C)C.[B-](F)(F)(F)F.[CH2:44]([O:47][C:48]1[C:57]([CH3:58])=[CH:56][C:51]([C:52]([NH:54][NH2:55])=[O:53])=[CH:50][C:49]=1[CH3:59])[CH:45]=[CH2:46]>C(Cl)Cl.CCOCC>[CH2:1]([C:5]1[S:9][C:8]([C:10]([NH:55][NH:54][C:52](=[O:53])[C:51]2[CH:50]=[C:49]([CH3:59])[C:48]([O:47][CH2:44][CH:45]=[CH2:46])=[C:57]([CH3:58])[CH:56]=2)=[O:12])=[CH:7][CH:6]=1)[CH:2]([CH3:3])[CH3:4] |f:2.3|. Procedure details: To a solution of 5-isobutyl-thiophene-2-carboxylic acid (830 mg, 4.51 mmol) and DIPEA (680 mg, 5.27 mmol) in DCM (20 mL) is added TBTU (1.59 g, 4.96 mmol) at rt. The mixture is stirred at rt for 45 min before 4-allyloxy-3,5-dimethyl-benzoic acid hydrazide (993 mg, 4.50 mmol) is added. Stirring is continued for 2 h. The mixture is diluted with ether (200 mL) and washed with 1M aq. HCl (3×50 mL), 1M aq. NaOH (3×50 mL) and brine (50 mL). The org. extract is dried over MgSO4, filtered and evaporated... Reactants: CC(C#N)c1ccccc1OCc1ccccc1, Cc1ccccc1, C[Al](C)C, ClC(Cl)Cl, [Cl-], [NH4+]. Yields the product CC(C(=N)N)c1ccccc1OCc1ccccc1. Reaction SMILES: [CH2:7]([c:8]1[cH:9][cH:10][cH:11][cH:12][cH:13]1)[O:14][c:15]1[c:16]([CH:21]([C:22]#[N:23])[CH3:24])[cH:17][cH:18][cH:19][cH:20]1.[CH3:25][c:26]1[cH:27][cH:28][cH:29][cH:30][cH:31]1.[CH3:3][Al:4]([CH3:5])[CH3:6].[CH:32]([Cl:33])([Cl:34])[Cl:35].[Cl-:1].[NH4+:2]>>[NH2:2][C:22]([CH:21]([c:16]1[c:15]([O:14][CH2:7][c:8]2[cH:9][cH:10][cH:11][cH:12][cH:13]2)[cH:20][cH:19][cH:18][cH:17]1)[CH3:24])=[NH:23]. The reactants are CC(=O)NC(=S)N1CCSC1c1ccccc1OCCN1CCN(c2cccc(F)c2)CC1, CCO, [Na+], [OH-]. Product: NC(=S)N1CCSC1c1ccccc1OCCN1CCN(c2cccc(F)c2)CC1. RXN SMILES: [C:1](=[O:2])([CH3:3])[NH:4][C:5](=[S:6])[N:7]1[CH:8]([c:12]2[c:13]([O:18][CH2:19][CH2:20][N:21]3[CH2:22][CH2:23][N:24]([c:27]4[cH:28][c:29]([F:33])[cH:30][cH:31][cH:32]4)[CH2:25][CH2:26]3)[cH:14][cH:15][cH:16][cH:17]2)[S:9][CH2:10][CH2:11]1.[CH3:36][CH2:37][OH:38].[Na+:35].[OH-:34]>>[NH2:4][C:5](=[S:6])[N:7]1[CH:8]([c:12]2[c:13]([O:18][CH2:19][CH2:20][N:21]3[CH2:22][CH2:23][N:24]([c:27]4[cH:28][c:29]([F:33])[cH:30][cH:31][cH:32]4)[CH2:25][CH2:26]3)[cH:14][cH:15][cH:16][cH:17]2)[S:9][CH2:10][CH2:11]1. Reactants: COC(=O)c1ccc(Br)c(CBr)c1, C1CCOC1, COCc1cc(C(=O)O)ccc1-c1ccccc1C, C[S-], CC#N, [Na+]. The product is COC(=O)c1ccc(Br)c(CSC)c1. As a reaction SMILES: [Br:1][c:2]1[c:3]([CH2:12][Br:13])[cH:4][c:5]([C:6](=[O:7])[O:8][CH3:9])[cH:10][cH:11]1.[CH2:33]1[O:34][CH2:35][CH2:36][CH2:37]1.[CH3:14][O:15][CH2:16][c:17]1[cH:18][c:19]([C:20]([OH:21])=[O:22])[cH:23][cH:24][c:25]1-[c:26]1[cH:27][cH:28][cH:29][cH:30][c:31]1[CH3:32].[CH3:38][S-:39].[CH3:41][C:42]#[N:43].[Na+:40]>>[Br:1][c:2]1[c:3]([CH2:12][S:39][CH3:38])[cH:4][c:5]([C:6](=[O:7])[O:8][CH3:9])[cH:10][cH:11]1. Starting materials: BrCCC=C (4-bromo-but-1-ene), N1(C)C(=O)N(C)C=2N=CNC2C1=O.[Na] (sodium theophylline). Solvent: CN(C=O)C (dimethyl-formamide). Conditions: time 7 hour. The product is CN1C(=O)N(C=2N=CN(C2C1=O)CCC=C)C (1,3-Dimethyl-7-(but-3-enyl)-xanthine). RXN SMILES: Br[CH2:2][CH2:3][CH:4]=[CH2:5].[N:6]1([C:17](=[O:18])[C:16]2[NH:15][CH:14]=[N:13][C:12]=2[N:10]([CH3:11])[C:8]1=[O:9])[CH3:7].[Na]>CN(C)C=O>[CH3:7][N:6]1[C:17](=[O:18])[C:16]2[N:15]([CH2:2][CH2:3][CH:4]=[CH2:5])[CH:14]=[N:13][C:12]=2[N:10]([CH3:11])[C:8]1=[O:9] |f:1.2,^1:18|. Procedure: 13.9 g of 4-bromo-but-1-ene are reacted with 20.2 g of sodium theophylline in 200 ml of dimethyl-formamide at 120° C. with stirring for approximately 6 to 8 hours until the reaction is complete as indicated by thin-layer chromatography. The solvent is then removed under reduced pressure. The residue is dissolved at 20° C. in 100 ml of methylene chloride, separated from insoluble sodium bromide and purified through a column packed with neutral aluminum oxide to remove small quantities of dark-col...